Dataset: the Open Reaction Database (ORD), a public repository of structured organic reaction records. Task: describe an organic reaction: reactants, conditions, products, and yield Starting materials: BrC=1C=CC(=C(CO)C1)Cl (5-bromo-2-chlorobenzylalcohol), P(Br)(Br)Br (phosphorous tribromide), COC(C)(C)C (tert-butyl methyl ether), ice water. Run in C(C)OCC (diethyl ether). The product is BrC=1C=CC(=C(CBr)C1)Cl (5-bromo-2-chlorobenzylbromide). Isolated yield 156.3%. RXN SMILES: [Br:1][C:2]1[CH:3]=[CH:4][C:5]([Cl:10])=[C:6]([CH:9]=1)[CH2:7]O.P(Br)(Br)[Br:12].COC(C)(C)C>C(OCC)C>[Br:1][C:2]1[CH:3]=[CH:4][C:5]([Cl:10])=[C:6]([CH:9]=1)[CH2:7][Br:12]. Procedure details: To a solution of 2.08 g (9.39 mol) of 5-bromo-2-chlorobenzylalcohol in 30 ml of dry diethyl ether was added dropwise 1.27 g (4.23 mmol) of phosphorous tribromide with ice-cooling. The mixture was stirred with ice-cooling for 3 hours and stirred at room temperature for 1.5 hours. To the reaction solution were added ice water and then tert-butyl methyl ether. The mixture was stirred for 30 minutes and separated. The organic layer was washed successively with an about 5% aqueous solution of sodium ... Starting materials: COC=1C=C(C=CC1OC)CCC1=CC=C(C=C1)N (4-[2-(3,4-dimethoxyphenyl)ethyl]benzenamine), C(=O)O (formic acid). Run in C1(=CC=CC=C1)C (toluene). Product: C(=O)NC1=CC=C(C=C1)CCC1=CC(=C(C=C1)OC)OC (N-formyl-4-[2-(3,4-dimethoxyphenyl)ethyl]benzenamine). The yield is 99.1%. Reaction SMILES: [CH3:1][O:2][C:3]1[CH:4]=[C:5]([CH2:11][CH2:12][C:13]2[CH:18]=[CH:17][C:16]([NH2:19])=[CH:15][CH:14]=2)[CH:6]=[CH:7][C:8]=1[O:9][CH3:10].[CH:20](O)=[O:21]>C1(C)C=CC=CC=1>[CH:20]([NH:19][C:16]1[CH:15]=[CH:14][C:13]([CH2:12][CH2:11][C:5]2[CH:6]=[CH:7][C:8]([O:9][CH3:10])=[C:3]([O:2][CH3:1])[CH:4]=2)=[CH:18][CH:17]=1)=[O:21]. Procedure: The 4-[2-(3,4-dimethoxyphenyl)ethyl]benzenamine (9.9 g, 38.9 mmole) is dissolved in toluene (125 ml) containing formic acid (5.0 g, 108 mole) and refluxed for one hour. The reaction mixture is cooled to room temperature and evaporated to dryness. Recrystallization of the residue from toluene affords 11.0 g (82%) of N-formyl-4-[2-(3,4-dimethoxyphenyl)ethyl]benzenamine, mp 128°-130° C.